The task is: describe an organic reaction: reactants, conditions, products, and yield. This data is from the Open Reaction Database (ORD), a public repository of structured organic reaction records. Reactants: ClC1=CC=C(C=C1)N=C=O (4-chlorophenyl isocyanate), C1(=CC=CC=C1)P(C1=CC=CC=C1)C1=CC=CC=C1 (triphenylphosphine), N(=NC(=O)OCC)C(=O)OCC (diethyl azodicarboxylate), C1=CC=CC=2C3=CC=CC=C3C(C12)COC(=O)N[C@@H](CSCC(CC(=O)O)C(C=1C=NC=CC1)=O)C(=O)OC (3-({(2R)-2-[(fluoren-9-ylmethoxy)carbonylamino]-2-(methoxycarbonyl)ethylthio}methyl)-4-oxo-4-(3-pyridyl)butanoic acid). Run in ClCCl (dichloromethane), C1CCOC1 (THF). Yields the product ClC1=CC=C(C=C1)NC(=O)N[C@@H](CSCC(CC(=O)O)C(C=1C=NC=CC1)=O)C(=O)OC (3-[((2R)-2-{[(4—Chlorophenyl)amino]carbonylamino}-2-(methoxycarbonyl)ethylthio)methyl]-4-oxo-4-(3-pyridyl)butanoic Acid). The yield is 12.0%. Reaction SMILES: C1(P(C2C=CC=CC=2)C2C=CC=CC=2)C=CC=CC=1.N(C(OCC)=O)=NC(OCC)=O.C1C2C(CO[C:47]([NH:49][C@H:50]([C:67]([O:69][CH3:70])=[O:68])[CH2:51][S:52][CH2:53][CH:54]([C:59](=[O:66])[C:60]3[CH:61]=[N:62][CH:63]=[CH:64][CH:65]=3)[CH2:55][C:56]([OH:58])=[O:57])=[O:48])C3C(=CC=CC=3)C=2C=CC=1.[Cl:71][C:72]1[CH:77]=[CH:76][C:75]([N:78]=C=O)=[CH:74][CH:73]=1>C1COCC1.ClCCl>[Cl:71][C:72]1[CH:77]=[CH:76][C:75]([NH:78][C:47]([NH:49][C@H:50]([C:67]([O:69][CH3:70])=[O:68])[CH2:51][S:52][CH2:53][CH:54]([C:59](=[O:66])[C:60]2[CH:61]=[N:62][CH:63]=[CH:64][CH:65]=2)[CH2:55][C:56]([OH:58])=[O:57])=[O:48])=[CH:74][CH:73]=1. Procedure: Wang resin (100-200 mesh, 0.66 mmol/g, 70 mg) was treated with triphenylphosphine (34.5 mg), diethyl azodicarboxylate (20.8 μL) and 3-({(2R)-2-[(fluoren-9-ylmethoxy)carbonylamino]-2-(methoxycarbonyl)ethylthio}methyl)-4-oxo-4-(3-pyridyl)butanoic acid (72.3 mg) in THF (0.5 mL) at room temperature for 3 days. The resin was filtered, washed with dimethyl formamide, isopropanol, dichloromethane and ether and dried. The resin was treated with 20% piperidine-dichloromethane (1 mL) solution for 1 h. The... Reactants: CC(C)Nc1nc(C(F)(F)F)ccc1C=CC(=O)O, Cl, CS(=O)(=O)Nc1c(F)cc(CN)cc1F. Yields the product CC(C)Nc1nc(C(F)(F)F)ccc1C=CC(=O)NCc1cc(F)c(NS(C)(=O)=O)c(F)c1. RXN SMILES: [CH:17]([CH3:18])([CH3:19])[NH:20][c:21]1[n:22][c:23]([C:32]([F:33])([F:34])[F:35])[cH:24][cH:25][c:26]1[CH:27]=[CH:28][C:29](=[O:30])[OH:31].[ClH:16].[NH2:1][CH2:2][c:3]1[cH:4][c:5]([F:15])[c:6]([NH:10][S:11](=[O:12])(=[O:13])[CH3:14])[c:7]([F:9])[cH:8]1>>[NH:1]([CH2:2][c:3]1[cH:4][c:5]([F:15])[c:6]([NH:10][S:11](=[O:12])(=[O:13])[CH3:14])[c:7]([F:9])[cH:8]1)[C:29]([CH:28]=[CH:27][c:26]1[c:21]([NH:20][CH:17]([CH3:18])[CH3:19])[n:22][c:23]([C:32]([F:33])([F:34])[F:35])[cH:24][cH:25]1)=[O:30]. Starting materials: Cc1ccc(C(=O)OC2CCN(Cc3ccccc3[N+](=O)[O-])CC2)cc1, CCO. The product is Cc1ccc(C(=O)OC2CCN(Cc3ccccc3N)CC2)cc1. RXN SMILES: [CH3:1][c:2]1[cH:3][cH:4][c:5]([C:6](=[O:7])[O:8][CH:9]2[CH2:10][CH2:11][N:12]([CH2:15][c:16]3[c:17]([N+:22]([O-:23])=[O:24])[cH:18][cH:19][cH:20][cH:21]3)[CH2:13][CH2:14]2)[cH:25][cH:26]1.[CH3:27][CH2:28][OH:29]>>[CH3:1][c:2]1[cH:3][cH:4][c:5]([C:6](=[O:7])[O:8][CH:9]2[CH2:10][CH2:11][N:12]([CH2:15][c:16]3[c:17]([NH2:22])[cH:18][cH:19][cH:20][cH:21]3)[CH2:13][CH2:14]2)[cH:25][cH:26]1. Reactants: [H-].C(C(C)C)[Al+]CC(C)C (diisobutyl aluminum hydride), CC1(C=C(C(CC1)(C)C)C#N)C (3,3,6,6-tetramethylcyclohex-1-enecarbonitrile), S(=O)(=O)([O-])[O-].[Na+].[Na+] (sodium sulfate). Solvent: ClCCl (dichloromethane). Conditions: time 2.5 hour. Product: CC1(C=C(C(CC1)(C)C)C=O)C (3,3,6,6-tetramethylcyclohex-1-enecarbaldehyde). Isolated yield 71.0%. Reaction SMILES: [CH3:1][C:2]1([CH3:12])[CH2:7][CH2:6][C:5]([CH3:9])([CH3:8])[C:4]([C:10]#N)=[CH:3]1.[H-].C([Al+]CC(C)C)C(C)C.S([O-])([O-])(=O)=[O:24].[Na+].[Na+]>ClCCl>[CH3:1][C:2]1([CH3:12])[CH2:7][CH2:6][C:5]([CH3:9])([CH3:8])[C:4]([CH:10]=[O:24])=[CH:3]1 |f:1.2,3.4.5|. Procedure details: To the mixture of the product of Example 10f (500 mg, 3.07 mmol) in dry dichloromethane (12.5 mL) at −78° C. was added diisobutyl aluminum hydride (6.5 mL, 6.14 mmol) and the reaction was warmed to room temperature and stirred for approximately 2.5 hours. Wet sodium sulfate was added to quench the reaction. The reaction mixture was filtered and the filtrate was concentrated under reduced pressure. The residue was purified by silica gel column chromatography to afford the title compound as a colo... Reactants: C(C)(=O)NC1=C(C=CC=C1)CC(=O)NC[C@@H]1[C@H](C[C@@H](O1)N1C(=O)NC(=O)C(=C1)CC)OC(C)=O (5'-[2-(2-acetamidophenyl)acetamido]-3'-O-acetyl-2',5'-dideoxy-5-ethyluridine), N (ammonia). Solvent: CO (methanol), CO (methanol). Conditions: time 17 hour. The product is C(C)(=O)NC1=C(C=CC=C1)CC(=O)NC[C@@H]1[C@H](C[C@@H](O1)N1C(=O)NC(=O)C(=C1)CC)O (5'-[2-(2-acetamidophenyl)acetamido]-2',5'-dideoxy-5-ethyluridine). As a reaction SMILES: [C:1]([NH:4][C:5]1[CH:10]=[CH:9][CH:8]=[CH:7][C:6]=1[CH2:11][C:12]([NH:14][CH2:15][C@H:16]1[O:20][C@@H:19]([N:21]2[CH:28]=[C:27]([CH2:29][CH3:30])[C:25](=[O:26])[NH:24][C:22]2=[O:23])[CH2:18][C@@H:17]1[O:31]C(=O)C)=[O:13])(=[O:3])[CH3:2].N>CO>[C:1]([NH:4][C:5]1[CH:10]=[CH:9][CH:8]=[CH:7][C:6]=1[CH2:11][C:12]([NH:14][CH2:15][C@H:16]1[O:20][C@@H:19]([N:21]2[CH:28]=[C:27]([CH2:29][CH3:30])[C:25](=[O:26])[NH:24][C:22]2=[O:23])[CH2:18][C@@H:17]1[OH:31])=[O:13])(=[O:3])[CH3:2]. Reported procedure: A solution of 0.2 g of 5'-[2-(2-acetamidophenyl)acetamido]-3'-O-acetyl-2',5'-dideoxy-5-ethyluridine in 20 ml of methanol was treated with 20 ml of methanol saturated with ammonia. The mixture was left to stand at room temperature for 17 hours. A white solid separated and was collected by filtration, washed twice with 5 ml of ethanol each time and twice with 5 ml of diethyl ether each time and subsequently dried to give 5'-[2-(2-acetamidophenyl)acetamido]-2',5'-dideoxy-5-ethyluridine of melting p... Starting materials: O=C(Nc1ccc(CBr)cc1F)OCc1ccccc1, C=CCOC(=O)C1CSCC(NC(=O)OC(C)(C)C)C1=O. The product is C=CCOC(=O)C1(Cc2ccc(NC(=O)OCc3ccccc3)c(F)c2)CSCC(NC(=O)OC(C)(C)C)C1=O. RXN SMILES: [CH2:1]([c:2]1[cH:3][cH:4][cH:5][cH:6][cH:7]1)[O:8][C:9]([NH:10][c:11]1[c:12]([F:19])[cH:13][c:14]([CH2:17][Br:18])[cH:15][cH:16]1)=[O:20].[CH2:21]([CH:22]=[CH2:23])[O:24][C:25](=[O:26])[CH:27]1[CH2:28][S:29][CH2:30][CH:31]([NH:34][C:35](=[O:36])[O:37][C:38]([CH3:39])([CH3:40])[CH3:41])[C:32]1=[O:33]>>[CH2:1]([c:2]1[cH:3][cH:4][cH:5][cH:6][cH:7]1)[O:8][C:9]([NH:10][c:11]1[c:12]([F:19])[cH:13][c:14]([CH2:17][C:27]2([C:25]([O:24][CH2:21][CH:22]=[CH2:23])=[O:26])[CH2:28][S:29][CH2:30][CH:31]([NH:34][C:35](=[O:36])[O:37][C:38]([CH3:39])([CH3:40])[CH3:41])[C:32]2=[O:33])[cH:15][cH:16]1)=[O:20]. Starting materials: NC=1C=C(C=O)C=CC1Cl (3-amino-4-chlorobenzaldehyde), C(C)N(C(C)C)C(C)C (N-ethyl-N-isopropylpropan-2-amine), CC1=CC(=NO1)C(=O)Cl (5-methylisoxazole-3-carbonyl chloride). Solvent: C(Cl)Cl (DCM), CCOC(=O)C (EtOAc). Run at temperature 0 celsius, time 30 minute. The product is ClC1=C(C=C(C=C1)C=O)NC(=O)C1=NOC(=C1)C (N-(2-chloro-5-formylphenyl)-5-methylisoxazole-3-carboxamide). Yield: 25.7%. RXN SMILES: [NH2:1][C:2]1[CH:3]=[C:4]([CH:7]=[CH:8][C:9]=1[Cl:10])[CH:5]=[O:6].C(N(C(C)C)C(C)C)C.[CH3:20][C:21]1[O:25][N:24]=[C:23]([C:26](Cl)=[O:27])[CH:22]=1>C(Cl)Cl.CCOC(C)=O>[Cl:10][C:9]1[CH:8]=[CH:7][C:4]([CH:5]=[O:6])=[CH:3][C:2]=1[NH:1][C:26]([C:23]1[CH:22]=[C:21]([CH3:20])[O:25][N:24]=1)=[O:27]. Reported procedure: To a solution of 3-amino-4-chlorobenzaldehyde 2 (0.267 g, 1.72 mmol) in DCM (5 mL) at 0° C. was added N-ethyl-N-isopropylpropan-2-amine (0.600 mL, 3.44 mmol) and 5-methylisoxazole-3-carbonyl chloride (0.292 g, 2.01 mmol). The reaction mixture was stirred at 0° C. for 30 min, warmed to room temperature, stirred for 1 h, and diluted with EtOAc. The organic phase was washed with saturated NaHCO3 (1×), brine (1×), dried over MgSO4, filtered, and concentrated in vacuo. Purification by flash column ch...